Dataset: the Open Reaction Database (ORD), a public repository of structured organic reaction records. Task: describe an organic reaction: reactants, conditions, products, and yield Starting materials: ClC=1C=2C3=C(N(C2C=CC1)C)CN(C3=O)C3=CC=C1C=CN(C1=C3)CC(=O)OC(C)(C)C (tert-Butyl 2-(6-(8-chloro-4-methyl-1-oxopyrrolo[3,4-b]indol-2(1H,3H,4H)-yl)-1H-indol-1-yl)acetate), C(=O)(C(F)(F)F)O (TFA). Solvent: C(Cl)Cl (DCM), ClCCl (dichloromethane). Reaction conditions: temperature 25 celsius, time 2 hour. The product is ClC=1C=2C3=C(N(C2C=CC1)C)CN(C3=O)C3=CC=C1C=CN(C1=C3)CC(=O)O (2-(6-(8-Chloro-4-methyl-1-oxopyrrolo[3,4-b]indol-2(1H,3H,4H)-yl)-1H-indol-1-yl)acetic acid). Reaction SMILES: [Cl:1][C:2]1[C:3]2[C:4]3[C:14](=[O:15])[N:13]([C:16]4[CH:24]=[C:23]5[C:19]([CH:20]=[CH:21][N:22]5[CH2:25][C:26]([O:28]C(C)(C)C)=[O:27])=[CH:18][CH:17]=4)[CH2:12][C:5]=3[N:6]([CH3:11])[C:7]=2[CH:8]=[CH:9][CH:10]=1.C(O)(C(F)(F)F)=O>C(Cl)Cl>[Cl:1][C:2]1[C:3]2[C:4]3[C:14](=[O:15])[N:13]([C:16]4[CH:24]=[C:23]5[C:19]([CH:20]=[CH:21][N:22]5[CH2:25][C:26]([OH:28])=[O:27])=[CH:18][CH:17]=4)[CH2:12][C:5]=3[N:6]([CH3:11])[C:7]=2[CH:8]=[CH:9][CH:10]=1. Procedure details: tert-Butyl 2-(6-(8-chloro-4-methyl-1-oxopyrrolo[3,4-b]indol-2(1H,3H,4H)-yl)-1H-indol-1-yl)acetate (1.6 mmol, 1 equiv.) was dissolved in DCM (40 ml); TFA (16 ml) was added and the mixture was stirred for 2 h at 25° C. The solvent was reduced under reduced pressure, dichloromethane was added 2× to the residue, and in each case concentration to dryness again was carried out. The residue was used in the next step without being purified further. The reactants are C1CCOC1, CCN(C(C)C)C(C)C, O=C(O)C1CCC1, [Cl-], Cl, NC1CC(n2cnc3c(NCC(c4ccccc4)c4ccccc4)nc(Cl)nc32)C(O)C1O. The product is O=C(NC1CC(n2cnc3c(NCC(c4ccccc4)c4ccccc4)nc(Cl)nc32)C(O)C1O)C1CCC1. As a reaction SMILES: [CH2:52]1[O:53][CH2:54][CH2:55][CH2:56]1.[CH:35]([N:36]([CH:37]([CH3:38])[CH3:39])[CH2:40][CH3:41])([CH3:42])[CH3:43].[CH:45]1([C:49](=[O:50])[OH:51])[CH2:46][CH2:47][CH2:48]1.[Cl-:44].[ClH:1].[NH2:2][CH:3]1[CH:4]([OH:34])[CH:5]([OH:33])[CH:6]([n:8]2[c:9]3[n:10][c:11]([Cl:32])[n:12][c:13]([NH:17][CH2:18][CH:19]([c:20]4[cH:21][cH:22][cH:23][cH:24][cH:25]4)[c:26]4[cH:27][cH:28][cH:29][cH:30][cH:31]4)[c:14]3[n:15][cH:16]2)[CH2:7]1>>[NH:2]([CH:3]1[CH:4]([OH:34])[CH:5]([OH:33])[CH:6]([n:8]2[c:9]3[n:10][c:11]([Cl:32])[n:12][c:13]([NH:17][CH2:18][CH:19]([c:20]4[cH:21][cH:22][cH:23][cH:24][cH:25]4)[c:26]4[cH:27][cH:28][cH:29][cH:30][cH:31]4)[c:14]3[n:15][cH:16]2)[CH2:7]1)[C:49]([CH:45]1[CH2:46][CH2:47][CH2:48]1)=[O:50]. Starting materials: N#Cc1ccc(C(=O)O)cn1, CC(C)(C)OC(=O)Nc1ccccc1N, CN1CCOCC1, CC(C)COC(=O)Cl, CN(C)C=O, O=C(O)CC(O)(CC(=O)O)C(=O)O. The product is CC(C)(C)OC(=O)Nc1ccccc1NC(=O)c1ccc(C#N)nc1. As a reaction SMILES: [C:1](#[N:2])[c:3]1[n:4][cH:5][c:6]([C:7](=[O:8])[OH:9])[cH:10][cH:11]1.[C:27](=[O:28])([O:29][C:30]([CH3:31])([CH3:32])[CH3:33])[NH:34][c:35]1[c:36]([NH2:41])[cH:37][cH:38][cH:39][cH:40]1.[CH3:12][N:13]1[CH2:14][CH2:15][O:16][CH2:17][CH2:18]1.[Cl:19][C:20]([O:21][CH2:22][CH:23]([CH3:24])[CH3:25])=[O:26].[O:55]=[CH:56][N:57]([CH3:58])[CH3:59].[OH:42][C:43]([CH2:44][C:45]([C:46](=[O:47])[OH:48])([CH2:49][C:50](=[O:51])[OH:52])[OH:53])=[O:54]>>[C:1](#[N:2])[c:3]1[n:4][cH:5][c:6]([C:7](=[O:9])[NH:41][c:36]2[c:35]([NH:34][C:27](=[O:28])[O:29][C:30]([CH3:31])([CH3:32])[CH3:33])[cH:40][cH:39][cH:38][cH:37]2)[cH:10][cH:11]1. Reactants: Br, CC(=O)O, N#Cc1c(O)c2c(-c3cc(Br)c(OCc4ccccc4)c(Br)c3)csc2[nH]c1=O. Product: N#Cc1c(O)c2c(-c3cc(Br)c(O)c(Br)c3)csc2[nH]c1=O. RXN SMILES: [BrH:30].[C:31]([OH:32])(=[O:33])[CH3:34].[CH2:1]([c:2]1[cH:3][cH:4][cH:5][cH:6][cH:7]1)[O:8][c:9]1[c:10]([Br:29])[cH:11][c:12](-[c:16]2[cH:17][s:18][c:19]3[nH:20][c:21](=[O:28])[c:22]([C:26]#[N:27])[c:23]([OH:25])[c:24]23)[cH:13][c:14]1[Br:15]>>[OH:8][c:9]1[c:10]([Br:29])[cH:11][c:12](-[c:16]2[cH:17][s:18][c:19]3[nH:20][c:21](=[O:28])[c:22]([C:26]#[N:27])[c:23]([OH:25])[c:24]23)[cH:13][c:14]1[Br:15]. The reactants are C(C)OC(=O)CSCCCC1=CN(C2=CC=CC=C12)C=1C=NC=CC1 (3-[3-(ethoxycarbonylmethylthio)propyl]-N-(3-pyridyl)indole), Cl (hydrogen chloride). The solvent is CC(=O)C (acetone), CO (methanol), [OH-].[Na+] (sodium hydroxide). Yields the product Cl.C(=O)(O)CSCCCC1=CN(C2=CC=CC=C12)C=1C=NC=CC1 (3-[3-(carboxymethylthio)propyl]-N-(3-pyridyl)indole hydrochloride). Reaction SMILES: C([O:3][C:4]([CH2:6][S:7][CH2:8][CH2:9][CH2:10][C:11]1[C:19]2[C:14](=[CH:15][CH:16]=[CH:17][CH:18]=2)[N:13]([C:20]2[CH:21]=[N:22][CH:23]=[CH:24][CH:25]=2)[CH:12]=1)=[O:5])C.[ClH:26]>CO.[OH-].[Na+].CC(C)=O>[ClH:26].[C:4]([CH2:6][S:7][CH2:8][CH2:9][CH2:10][C:11]1[C:19]2[C:14](=[CH:15][CH:16]=[CH:17][CH:18]=2)[N:13]([C:20]2[CH:21]=[N:22][CH:23]=[CH:24][CH:25]=2)[CH:12]=1)([OH:5])=[O:3] |f:3.4,6.7|. Procedure: A solution of 90 mg of 3-[3-(ethoxycarbonylmethylthio)propyl]-N-(3-pyridyl)indole in 5 ml of methanol and 1 ml of 1N sodium hydroxide is refluxed for 10 hours, cooled and evaporated. The resulting oil is partitioned between ether and water. The aqueous phase is brought to pH=6 with concentrated sulfuric acid, is extracted with chloroform and the chloroform extract is dried over sodium sulfate. Filtration and evaporation gives an oil which is redissolved in 2 ml of acetone and is treated with 0.0... Reactants: CCNCC, C#CCCCc1ccc2c(c1)OCO2, [Cl-], C1COOOC1, C1COCCO1. The product is CCN(CC)CC#CCCCc1ccc2c(c1)OCO2. As a reaction SMILES: [CH2:15]([CH3:16])[NH:17][CH2:18][CH3:19].[CH2:1]1[O:2][c:3]2[cH:4][c:5]([CH2:10][CH2:11][CH2:12][C:13]#[CH:14])[cH:6][cH:7][c:8]2[O:9]1.[Cl-:26].[O:20]1[CH2:21][CH2:22][CH2:23][O:24][O:25]1.[O:27]1[CH2:28][CH2:29][O:30][CH2:31][CH2:32]1>>[CH2:1]1[O:2][c:3]2[cH:4][c:5]([CH2:10][CH2:11][CH2:12][C:13]#[C:14][CH2:23][N:17]([CH2:15][CH3:16])[CH2:18][CH3:19])[cH:6][cH:7][c:8]2[O:9]1. Reactants: C(C)[SiH](CC)CC (triethylsilane), [N+](=O)([O-])C1=CC=C(C(=O)C2=CC=C(C=C2)CC2=CC=C(C=C2)CC2=CC=C(C=C2)C(C2=CC=C(C=C2)[N+](=O)[O-])=O)C=C1 (1,4-bis(4-(4-nitrobenzoyl)phenylmethyl) benzene), C([O-])([O-])=O.[Na+].[Na+] (sodium carbonate). Reagents/catalysts: [Ti](Cl)(Cl)(Cl)Cl (titanium tetrachloride). The solvent is ClCCl (dichloromethane), ClCCl (dichloromethane), ClCCl (dichloromethane). Reaction conditions: time 7 hour. Yields the product [N+](=O)([O-])C1=CC=C(C=C1)CC1=CC=C(C=C1)CC1=CC=C(C=C1)CC1=CC=C(C=C1)CC1=CC=C(C=C1)[N+](=O)[O-] (1,4-bis(4-(4-nitrophenylmethyl)phenylmethyl)benzene). The yield is 81.1%. RXN SMILES: [N+:1]([C:4]1[CH:42]=[CH:41][C:7]([C:8]([C:10]2[CH:15]=[CH:14][C:13]([CH2:16][C:17]3[CH:22]=[CH:21][C:20]([CH2:23][C:24]4[CH:29]=[CH:28][C:27]([C:30](=O)[C:31]5[CH:36]=[CH:35][C:34]([N+:37]([O-:39])=[O:38])=[CH:33][CH:32]=5)=[CH:26][CH:25]=4)=[CH:19][CH:18]=3)=[CH:12][CH:11]=2)=O)=[CH:6][CH:5]=1)([O-:3])=[O:2].C([SiH](CC)CC)C.C(=O)([O-])[O-].[Na+].[Na+]>ClCCl.[Ti](Cl)(Cl)(Cl)Cl>[N+:1]([C:4]1[CH:42]=[CH:41][C:7]([CH2:8][C:10]2[CH:11]=[CH:12][C:13]([CH2:16][C:17]3[CH:22]=[CH:21][C:20]([CH2:23][C:24]4[CH:29]=[CH:28][C:27]([CH2:30][C:31]5[CH:32]=[CH:33][C:34]([N+:37]([O-:39])=[O:38])=[CH:35][CH:36]=5)=[CH:26][CH:25]=4)=[CH:19][CH:18]=3)=[CH:14][CH:15]=2)=[CH:6][CH:5]=1)([O-:3])=[O:2] |f:2.3.4|. Procedure details: In a 3-liter four-necked flask equipped with a stirring device, a thermometer, a condenser and a nitrogen substituting device, 34.39 g of 1,4-bis(4-(4-nitrobenzoyl)phenylmethyl) benzene was dissolved in 1000 milliliters of dichloromethane, and a solution of 37.8 g of titanium tetrachloride in 50 milliliters of dichloromethane was added dropwise for 1 hour with ice cooling. Subsequently, a solution of 41.46 g of triethylsilane in 50 milliliters of dichloromethane was added for 1 hour. 30 minutes ... Reactants: COC(=O)c1ccc(Br)c(C=O)c1, CCOP(=O)(Cc1ccc(Cl)cc1)OCC. As a reaction SMILES: [CH:17](=[O:18])[c:19]1[cH:20][c:21]([C:22](=[O:23])[O:24][CH3:25])[cH:26][cH:27][c:28]1[Br:29].[Cl:1][c:2]1[cH:3][cH:4][c:5]([CH2:6][P:7](=[O:8])([O:9][CH2:10][CH3:11])[O:12][CH2:13][CH3:14])[cH:15][cH:16]1>>[Cl:1][c:2]1[cH:3][cH:4][c:5]([CH:6]=[CH:17][c:19]2[cH:20][c:21]([C:22](=[O:23])[O:24][CH3:25])[cH:26][cH:27][c:28]2[Br:29])[cH:15][cH:16]1. Product: COC(=O)c1ccc(Br)c(C=Cc2ccc(Cl)cc2)c1. Reactants: CO (methanol), C(C(C)C)C1=CC=C(C=C1)C1=NOC(=C1)C=1C=C(SC1)CN1CC(C1)C(=O)OCC (ethyl 1-({4-[3-(4-isobutylphenyl)isoxazol-5-yl]-2-thienyl}methyl)azetidine-3-carboxylate), Example 9 ( 9h ), aqueous solution, [OH-].[Na+] (sodium hydroxide), C(C)(=O)O (acetic acid). The solvent is O (water), O1CCOCC1 (1,4-dioxane). Yields the product C(C(C)C)C1=CC=C(C=C1)C1=NOC(=C1)C=1C=C(SC1)CN1CC(C1)C(=O)O (1-({4-[3-(4-Isobutylphenyl)isoxazol-5-yl]-2-thienyl}methyl)azetidine-3-carboxylic acid). Yield: 80.2%. Reaction SMILES: [CH2:1]([C:5]1[CH:10]=[CH:9][C:8]([C:11]2[CH:15]=[C:14]([C:16]3[CH:17]=[C:18]([CH2:21][N:22]4[CH2:25][CH:24]([C:26]([O:28]CC)=[O:27])[CH2:23]4)[S:19][CH:20]=3)[O:13][N:12]=2)=[CH:7][CH:6]=1)[CH:2]([CH3:4])[CH3:3].[OH-].[Na+].CO.C(O)(=O)C>O1CCOCC1.O>[CH2:1]([C:5]1[CH:10]=[CH:9][C:8]([C:11]2[CH:15]=[C:14]([C:16]3[CH:17]=[C:18]([CH2:21][N:22]4[CH2:25][CH:24]([C:26]([OH:28])=[O:27])[CH2:23]4)[S:19][CH:20]=3)[O:13][N:12]=2)=[CH:7][CH:6]=1)[CH:2]([CH3:4])[CH3:3] |f:1.2|. Reported procedure: To a solution of ethyl 1-({4-[3-(4-isobutylphenyl)isoxazol-5-yl]-2-thienyl}methyl)azetidine-3-carboxylate (0.47 g, 1.1 mmol) that was obtained in Example 9 (9h) in 1,4-dioxane (15 ml) was added a 1N aqueous solution of sodium hydroxide (3.3 ml, 3.3 mmol) at 0° C. with stirring, and then the resulting mixture was stirred at room temperature for 30 minutes. After adding methanol (15 ml) and water (5 ml) to the reaction mixture, the resulting mixture was heated under stirring until the white solid ...